From a dataset of the Open Reaction Database (ORD), a public repository of structured organic reaction records. describe an organic reaction: reactants, conditions, products, and yield The reactants are C(C)(C)(C)OC(NCCCN(S(=O)(=O)C)CC1=CC(=CC=C1)C1=NC(=NC=C1)Cl)=O ((3-{[3-(2-Chloro-pyrimidin-4-yl)-benzyl]-methanesulfonyl-amino}-propyl)-carbamic acid tert-butyl ester), NCCC=1C=CC2=C(NC(O2)=O)C1 (5-(2-Amino-ethyl)-3H-benzooxazol-2-one), 497. Yields the product NCCCN(S(=O)(=O)C)CC1=CC(=CC=C1)C1=NC(=NC=C1)NCCC=1C=CC2=C(NC(O2)=O)C1 (N-(3-Amino-propyl)-N-(3-{2-[2-(2-oxo-2,3-dihydro-benzooxazol-5-yl)-ethylamino]-pyrimidin-4-yl}-benzyl)-methanesulfonamide). As a reaction SMILES: C(OC(=O)[NH:7][CH2:8][CH2:9][CH2:10][N:11]([CH2:16][C:17]1[CH:22]=[CH:21][CH:20]=[C:19]([C:23]2[CH:28]=[CH:27][N:26]=[C:25](Cl)[N:24]=2)[CH:18]=1)[S:12]([CH3:15])(=[O:14])=[O:13])(C)(C)C.[NH2:31][CH2:32][CH2:33][C:34]1[CH:35]=[CH:36][C:37]2[O:41][C:40](=[O:42])[NH:39][C:38]=2[CH:43]=1>>[NH2:7][CH2:8][CH2:9][CH2:10][N:11]([CH2:16][C:17]1[CH:22]=[CH:21][CH:20]=[C:19]([C:23]2[CH:28]=[CH:27][N:26]=[C:25]([NH:31][CH2:32][CH2:33][C:34]3[CH:35]=[CH:36][C:37]4[O:41][C:40](=[O:42])[NH:39][C:38]=4[CH:43]=3)[N:24]=2)[CH:18]=1)[S:12]([CH3:15])(=[O:13])=[O:14]. Reported procedure: Intermediate 4 was coupled to 5-(2-Amino-ethyl)-3H-benzooxazol-2-one following procedure F and the resulting product deprotected following procedure G. LC-MS showed the product had the expected M+H+ of 497. 1H NMR (Varian 300 MHz, DMSO-d6, shifts relative to the solvent peak at 2.49 ppm) δ 11.6 (s, 1H) 8.5 (d, 1H) 8.1 (m, 2H) 7.9 (m, 2H) 7.6 (m, 1H) 7.4 (m, 1H) 7.0 (m, 3H) 4.4 (s, 2H) 3.7 (m, 2H) 3.2 (m, 2H) 3.0 (s, 3H) 2.9 (m, 2H) 2.7 (m, 2H) 1.7 (m, 2H). Reactants: CC1=C(C=CC=C1C)CC#N (2,3-dimethylphenylacetonitrile), [H][H] (hydrogen). Reagents/catalysts: [Ni] (Raney® nickel). Run in N (ammonia). Product: CC1=C(C=CC=C1C)CCN (2-(2,3-Dimethyl-phenyl)-ethylamine). Reaction SMILES: [CH3:1][C:2]1[C:7]([CH3:8])=[CH:6][CH:5]=[CH:4][C:3]=1[CH2:9][C:10]#[N:11].[H][H]>N.[Ni]>[CH3:1][C:2]1[C:7]([CH3:8])=[CH:6][CH:5]=[CH:4][C:3]=1[CH2:9][CH2:10][NH2:11]. Procedure details: A mixture of 2,3-dimethylphenylacetonitrile (J. Org Chem, 51(26), 5157-60; 1986), (190 mg, 1.31 mmol) and Raney® nickel (100 mg) in 2M methanolic ammonia (5 mL) was stirred under 50 psi of hydrogen gas for 4 days. The mixture was then filtered through Arbocel® and concentrated in vacuo to afford the title compound as a solid, 130 mg. The reactants are COC(NC=1C=NC(=CC1C1=C(C=CC=C1)C)N1CCOCC1)=O ((6-morpholin-4-yl-4-o-tolyl-pyridin-3-yl)-carbamic acid methyl ester), COCCO[AlH2-]OCCOC.[Na+] (Red-Al), [OH-].[Na+] (NaOH). Solvent: C1(=CC=CC=C1)C (toluene), C1(=CC=CC=C1)C (toluene), C1(=CC=CC=C1)C (toluene). Reaction conditions: temperature 0 celsius, time 2 hour. The product is CNC=1C=NC(=CC1C1=C(C=CC=C1)C)N1CCOCC1 (methyl-(6-morpholin-4-yl-4-o-tolyl-pyridin-3-yl)-amine). Yield: 89.2%. RXN SMILES: CO[C:3](=O)[NH:4][C:5]1[CH:6]=[N:7][C:8]([N:18]2[CH2:23][CH2:22][O:21][CH2:20][CH2:19]2)=[CH:9][C:10]=1[C:11]1[CH:16]=[CH:15][CH:14]=[CH:13][C:12]=1[CH3:17].COCCO[AlH2-]OCCOC.[Na+].[OH-].[Na+]>C1(C)C=CC=CC=1>[CH3:3][NH:4][C:5]1[CH:6]=[N:7][C:8]([N:18]2[CH2:19][CH2:20][O:21][CH2:22][CH2:23]2)=[CH:9][C:10]=1[C:11]1[CH:16]=[CH:15][CH:14]=[CH:13][C:12]=1[CH3:17] |f:1.2,3.4|. Procedure: A solution of 3.0 g (9.1 mMol) (6-morpholin-4-yl-4-o-tolyl-pyridin-3-yl)-carbamic acid methyl ester in 15 ml toluene was added at room temperature over 15 minutes to a solution of 13 ml (46 mMol) Red-Al® (70% in toluene) and 15 ml toluene. After 2 hours at 50° C., the reaction mixture was cooled to 0° C. and 25.5 ml aqueous NaOH 1N were added over 10 minutes (very exothermic). The phases were separated and the aqueous phase extracted with toluene. The combined organic extracts were washed with w... The reactants are COC(C(CC=C)NC(C1=C(C=CC=C1Cl)Cl)=O)=O (2-(2,6-dichlorobenzamido)pent-4-enoic acid methyl ester), IC1=CC=C(C=C1)N(C1=NC=CC=N1)CC1=CC=C(C=C1)OC(C)=O ((4-iodophenyl)-(4-acetoxybenzyl)pyrimidin-2-ylamine). Yields the product COC(C(C\C=C\C1=CC=C(C=C1)N(C1=NC=CC=N1)CC1=CC=C(C=C1)OC(C)=O)NC(C1=C(C=CC=C1Cl)Cl)=O)=O ((E)-2-(2,6-dichlorobenzamido)-5-[4-((4-acetoxy-benzyl)-pyrimidin-2-ylamino)phenyl]pent-4-enoic acid methyl ester). Yield: 66.0%. As a reaction SMILES: [CH3:1][O:2][C:3](=[O:19])[CH:4]([NH:8][C:9](=[O:18])[C:10]1[C:15]([Cl:16])=[CH:14][CH:13]=[CH:12][C:11]=1[Cl:17])[CH2:5][CH:6]=[CH2:7].I[C:21]1[CH:26]=[CH:25][C:24]([N:27]([CH2:34][C:35]2[CH:40]=[CH:39][C:38]([O:41][C:42](=[O:44])[CH3:43])=[CH:37][CH:36]=2)[C:28]2[N:33]=[CH:32][CH:31]=[CH:30][N:29]=2)=[CH:23][CH:22]=1>>[CH3:1][O:2][C:3](=[O:19])[CH:4]([NH:8][C:9](=[O:18])[C:10]1[C:11]([Cl:17])=[CH:12][CH:13]=[CH:14][C:15]=1[Cl:16])[CH2:5]/[CH:6]=[CH:7]/[C:21]1[CH:26]=[CH:25][C:24]([N:27]([CH2:34][C:35]2[CH:36]=[CH:37][C:38]([O:41][C:42](=[O:44])[CH3:43])=[CH:39][CH:40]=2)[C:28]2[N:29]=[CH:30][CH:31]=[CH:32][N:33]=2)=[CH:23][CH:22]=1. Procedure: In the same manner as in Example 1, 2-(2,6-dichlorobenzamido)pent-4-enoic acid methyl ester (45.6 mg) was reacted with (4-iodophenyl)-(4-acetoxybenzyl)pyrimidin-2-ylamine (67.4 mg) to obtain (E)-2-(2,6-dichlorobenzamido)-5-[4-((4-acetoxy-benzyl)-pyrimidin-2-ylamino)phenyl]pent-4-enoic acid methyl ester (61.7 mg). Column chromatography (silica gel, eluent: ethyl acetate/hexane=1/33/1) and thin layer chromatography (silica gel, mobile phasze: cyclohexane/ethyl acetate=1/5) were used for purificati... Starting materials: Cl.NC1=CC=C(C=C1)N1CCC(CC1)=O (1-(4-Amino-phenyl)-piperidine-4-one hydrochloride), ClC1=C(OC2=C(C=C(C=C2Cl)S(=O)(=O)Cl)Cl)C=CC(=C1)[N+](=O)[O-] (4-(2-chloro-4-nitrophenoxy)-3,5-dichlorobenzenesulfonyl chloride), C1=CC(=CC(=C1)O)C(CN)O (DL-norphenylephrine). Yields the product ClC=1C=C(C=C(C1OC1=C(C=C(C=C1)[N+](=O)[O-])Cl)Cl)S(=O)(=O)NC1=CC=C(C=C1)N1CCC(CC1)NCC(C1=CC(=CC=C1)O)O (3,5-Dichloro-4-(2-chloro-4-nitrophenoxy)-N-[4-(4-{[2-hydroxy-2-(3-hydroxyphenyl)-ethyl]amino}-1-piperidineyl)phenyl]benzenesulfonamide). RXN SMILES: Cl.[NH2:2][C:3]1[CH:8]=[CH:7][C:6]([N:9]2[CH2:14][CH2:13][C:12](=O)[CH2:11][CH2:10]2)=[CH:5][CH:4]=1.[Cl:16][C:17]1[CH:35]=[C:34]([N+:36]([O-:38])=[O:37])[CH:33]=[CH:32][C:18]=1[O:19][C:20]1[C:25]([Cl:26])=[CH:24][C:23]([S:27](Cl)(=[O:29])=[O:28])=[CH:22][C:21]=1[Cl:31].[CH:39]1[CH:44]=[C:43]([OH:45])[CH:42]=[C:41]([CH:46]([OH:49])[CH2:47][NH2:48])[CH:40]=1>>[Cl:31][C:21]1[CH:22]=[C:23]([S:27]([NH:2][C:3]2[CH:8]=[CH:7][C:6]([N:9]3[CH2:14][CH2:13][CH:12]([NH:48][CH2:47][CH:46]([OH:49])[C:41]4[CH:40]=[CH:39][CH:44]=[C:43]([OH:45])[CH:42]=4)[CH2:11][CH2:10]3)=[CH:5][CH:4]=2)(=[O:29])=[O:28])[CH:24]=[C:25]([Cl:26])[C:20]=1[O:19][C:18]1[CH:32]=[CH:33][C:34]([N+:36]([O-:38])=[O:37])=[CH:35][C:17]=1[Cl:16] |f:0.1|. Procedure: The title compound was prepared from 1-(4-aminophenyl)-4-piperidone hydrochloride (which was obtained in Example 224), 4-(2-chloro-4-nitrophenoxy)-3,5-dichlorobenzenesulfonyl chloride, and DL-norphenylephrine according to the procedure of Example 346; MS (ES) m/z: 709.1, 711.1 (MH+). Reactants: C(=O)(OC(C)(C)C)C(C(=O)O)(CCCC1(CCCCC1)C(C)C(=O)O)N (2-Boc-amino-5-[(1-carboxyethyl)cyclohexyl]pentanoic acid), C(C1=CC=CC=C1)O (benzyl alcohol), CN(C)C1=NC=CC=C1 (dimethylaminopyridine), C1(CCCCC1)N=C=NC1CCCCC1 (N,N'-dicyclohexylcarbodiimide). The solvent is C(Cl)Cl (methylene chloride). Conditions: time 72 hour. The product is C(=O)(OC(C)(C)C)C(C(=O)OCC1=CC=CC=C1)(CCCC1(CCCCC1)CC(=O)OCC1=CC=CC=C1)N (Benzyl 2-Boc-amino-5-[(1-carbobenzoxymethyl)-cyclohexyl]pentanoate). Yield: 63.0%. RXN SMILES: [C:1]([C:8]([NH2:26])([CH2:12][CH2:13][CH2:14][C:15]1([CH:21]([C:23]([OH:25])=[O:24])C)[CH2:20][CH2:19][CH2:18][CH2:17][CH2:16]1)[C:9]([OH:11])=[O:10])([O:3][C:4]([CH3:7])([CH3:6])[CH3:5])=[O:2].[CH2:27](O)[C:28]1[CH:33]=[CH:32][CH:31]=[CH:30][CH:29]=1.CN([C:38]1[CH:43]=[CH:42][CH:41]=[CH:40]N=1)C.[CH:44]1(N=C=NC2CCCCC2)CCCC[CH2:45]1>C(Cl)Cl>[C:1]([C:8]([NH2:26])([CH2:12][CH2:13][CH2:14][C:15]1([CH2:21][C:23]([O:25][CH2:38][C:43]2[CH:45]=[CH:44][CH:40]=[CH:41][CH:42]=2)=[O:24])[CH2:20][CH2:19][CH2:18][CH2:17][CH2:16]1)[C:9]([O:11][CH2:27][C:28]1[CH:33]=[CH:32][CH:31]=[CH:30][CH:29]=1)=[O:10])([O:3][C:4]([CH3:6])([CH3:5])[CH3:7])=[O:2]. Procedure details: Boc-diacid (F) (1.34 g, 3.75 mmol) in methylene chloride (30 ml) was treated with benzyl alcohol (1.94 ml, 18.75 mmol), dimethylaminopyridine (1.01 g, 8.25 mmol) and N,N'-dicyclohexylcarbodiimide (1.70 g, 8.25 mmol) at room temperature and the mixture was stirred at room temperature for 72 hours. The reaction mixture was then filtered, evaporated at reduced pressure and the residue was dissolved in ethyl acetate which was washed with 3N hydrochloric acid, dried over MgSO4 and evaporated at reduc... Starting materials: N[C@@H](COC=1C=C(C(=NC1)Cl)C1=NC=CC(=C1)C=C)C (5-[(R)-2-amino-1-propyloxy]-2-chloro-3-(4-vinylpyridinyl)pyridine), O.C1(=CC=C(C=C1)S(=O)(=O)O)C (p-toluenesulfonic acid monohydrate), C(C)OCC (ethyl ether). Solvent: C(C)(=O)OCC (ethyl acetate). Conditions: time 5 minute. The product is C1(=CC=C(C=C1)S(=O)(=O)O)C.N[C@@H](COC=1C=C(C(=NC1)Cl)C1=NC=CC(=C1)C=C)C (5-[(R)-2-amino-1-propyloxy]-2-chloro-3-(4-vinylpyridinyl)pyridine p-toluenesulfonic acid). RXN SMILES: [NH2:1][C@H:2]([CH3:20])[CH2:3][O:4][C:5]1[CH:6]=[C:7]([C:12]2[CH:17]=[C:16]([CH:18]=[CH2:19])[CH:15]=[CH:14][N:13]=2)[C:8]([Cl:11])=[N:9][CH:10]=1.O.[C:22]1([CH3:32])[CH:27]=[CH:26][C:25]([S:28]([OH:31])(=[O:30])=[O:29])=[CH:24][CH:23]=1.C(OCC)C>C(OCC)(=O)C>[C:22]1([CH3:32])[CH:23]=[CH:24][C:25]([S:28]([OH:31])(=[O:29])=[O:30])=[CH:26][CH:27]=1.[NH2:1][C@H:2]([CH3:20])[CH2:3][O:4][C:5]1[CH:6]=[C:7]([C:12]2[CH:17]=[C:16]([CH:18]=[CH2:19])[CH:15]=[CH:14][N:13]=2)[C:8]([Cl:11])=[N:9][CH:10]=1 |f:1.2,5.6|. Reported procedure: A solution of the product 38B (58 mg, 0.201 mmol) in ethyl acetate (1 mL) was treated with p-toluenesulfonic acid monohydrate (42 mg, 0.221 mmol) and stirred for 5 minutes. Next ethyl ether (30 mL) was added and stirred for an additional 5 minutes. The ether was decanted and the procedure was repeated. The residue was then dried under vacuum to provide 38 as a light yellow solid. mp 47-49° C.; MS (CI/NH3) m/e 290 (M+H)+; 1H NMR (D2O, 500 MHz) δ: 1.48 (d, J=7 Hz, 3H), 2.35 (s, 3H), 3.87 (m, 1H), ...